Task: describe an organic reaction: reactants, conditions, products, and yield. Dataset: the Open Reaction Database (ORD), a public repository of structured organic reaction records RXN SMILES: Cl[C:2]1[CH:11]=[CH:10][N:9]=[C:8]2[C:3]=1[CH:4]=[CH:5][C:6]([CH3:12])=[N:7]2.[NH2:13][C:14]1[CH:19]=[C:18]([CH3:20])[CH:17]=[CH:16][C:15]=1[C:21]1[CH:26]=[CH:25][C:24]([NH:27][C:28](=[O:30])[CH3:29])=[CH:23][CH:22]=1>>[CH3:20][C:18]1[CH:17]=[CH:16][C:15]([C:21]2[CH:26]=[CH:25][C:24]([NH:27][C:28](=[O:30])[CH3:29])=[CH:23][CH:22]=2)=[C:14]([NH:13][C:2]2[C:3]3[C:8](=[N:7][C:6]([CH3:12])=[CH:5][CH:4]=3)[N:9]=[CH:10][CH:11]=2)[CH:19]=1. Starting materials: ClC1=C2C=CC(=NC2=NC=C1)C (5-Chloro-2-methyl-[1,8]naphthyridine), NC1=C(C=CC(=C1)C)C1=CC=C(C=C1)NC(C)=O (N-(2′-Amino-4′-methyl-biphenyl-4-yl)-acetamide). Procedure details: The product from Example 1d (0.041 g, 0.23 mmol) was reacted with the product from Example 215b (0.062 g, 0.23 mmol) for 46 h at 100° C. following the procedure from Example 1g giving the crude title compound which was purified by HPLC with TFA providing the product as a trifluoroacetic acid salt (0.073 g, 60%). 1H NMR (300 MHz, DMSO-d6) δ ppm: 1.98 (s, 3H) 2.42 (s, 3H) 2.72 (s, 3H) 6.28 (d, J=6.99 Hz, 1H) 7.27-7.56 (m, 7H) 7.74 (d, J=8.46 Hz, 1H) 8.33 (d, J=7.35 Hz, 1H) 8.94 (d, J=8.82 Hz, 1H) ... The product is CC1=CC(=C(C=C1)C1=CC=C(C=C1)NC(C)=O)NC1=CC=NC2=NC(=CC=C12)C (N-[4′-Methyl-2′-(7-methyl-[1,8]naphthyridin-4-ylamino)-biphenyl-4-yl]-acetamide). The reactants are C(C)C(C(=O)OC)(CC=C)CC (methyl 2,2-diethyl-4-pentenoate), B.C1CCOC1 (BH3.THF), O (water). The solvent is C1CCOC1 (THF). Reaction conditions: time 2 hour. Yields the product C(C)C(C(=O)OC)(CCCO)CC (methyl 2,2-diethyl-5-hydroxypentanoate). Isolated yield 267.4%. As a reaction SMILES: [CH2:1]([C:3]([CH2:11][CH3:12])([CH2:8][CH:9]=[CH2:10])[C:4]([O:6][CH3:7])=[O:5])[CH3:2].B.C1C[O:17]CC1.O>C1COCC1>[CH2:11]([C:3]([CH2:1][CH3:2])([CH2:8][CH2:9][CH2:10][OH:17])[C:4]([O:6][CH3:7])=[O:5])[CH3:12] |f:1.2|. Reported procedure: To a stirred solution of methyl 2,2-diethyl-4-pentenoate (Canney D J, Holland K D, Levine J A, McKeon A C, Ferrendelli J A, Covey D F (1991), supra.)(5.10 g, 30 mmol) in dry THF (10 mL), was added BH3.THF (1M, 12 mL, 12 mmol) slowly over a period of 15 min at 0° C. in a nitrogen atmosphere. After 2 h at 0° C., the reaction mixture was allowed to warm to room temperature (ca. 2 h). The reaction flask was immersed in an ice bath; water (5 mL) was added to destroy residual hydride, and the reaction... Reactants: [Br-], CCOC(=O)c1noc(COc2ccc(Cl)cc2Cl)n1, CC[Mg+], Cl, C1CCOC1. The product is CCC(=O)c1noc(COc2ccc(Cl)cc2Cl)n1. Reaction SMILES: [Br-:21].[CH2:1]([O:2][C:4](=[O:5])[c:6]1[n:7][o:8][c:9]([CH2:11][O:12][c:13]2[c:14]([Cl:20])[cH:15][c:16]([Cl:19])[cH:17][cH:18]2)[n:10]1)[CH3:3].[CH2:22]([CH3:23])[Mg+:24].[ClH:25].[O:26]1[CH2:27][CH2:28][CH2:29][CH2:30]1>>[C:4](=[O:5])([c:6]1[n:7][o:8][c:9]([CH2:11][O:12][c:13]2[c:14]([Cl:20])[cH:15][c:16]([Cl:19])[cH:17][cH:18]2)[n:10]1)[CH2:22][CH3:23]. Run at time 30 minute. The reactants are N1=CC=CC=C1 (pyridine), ClC1=C(C=CC(=C1Cl)Cl)[N+](=O)[O-] (2,3,4-trichloronitrobenzene), cuprous cyanide, Cl (HCl), ClC1=C(C(=C(C=C1)[N+](=O)[O-])Cl)Cl (trichloronitrobenzene). Run in C1(=CC=CC=C1)C (toluene). The product is ClC1=C(C#N)C(=CC=C1Cl)[N+](=O)[O-] (2,3-Dichloro-6-nitrobenzonitrile). Procedure: Under a nitrogen atomosphere, pyridine (42 ml, 0.52 mol) was spread evenly over a mixture of 2,3,4-trichloronitrobenzene (225 g, 1 mol) and cuprous cyanide (89.6 g, 1 mol). The mixture was heated to 100° and held at this temperature until it became stirrable. Then the stirred mixture was heated to 165° over 1.5 hours, and held at this temperature for 30 minutes. The dark mixture was allowed to cool, then concentrated HCl (500 ml) and toluene (250 ml) were added. The mixture was vigorously stirre... RXN SMILES: [N:1]1C=CC=C[CH:2]=1.Cl[C:8]1[C:13]([Cl:14])=[C:12]([Cl:15])[CH:11]=[CH:10][C:9]=1[N+:16]([O-:18])=[O:17].Cl>C1(C)C=CC=CC=1>[Cl:14][C:13]1[C:12]([Cl:15])=[CH:11][CH:10]=[C:9]([N+:16]([O-:18])=[O:17])[C:8]=1[C:2]#[N:1].